From a dataset of the Open Reaction Database (ORD), a public repository of structured organic reaction records. describe an organic reaction: reactants, conditions, products, and yield The product is N1=C(C=CC=C1)N1CCN(CC1)CCCOC1=NC=2CCCCC2N=C1 (2-[3-{4-(2-pyridyl)-1-piperazinyl}propoxy]-5,6,7,8-tetrahydroquinoxaline). Isolated yield 78.9%. Procedure: 227 mg (1 mmol) of 2-(3-chloropropoxy)-5,6,7,8-tetrahydroquinoxaline was dissolved in 10 ml of acetonitrile. To the resultant solution were added 208 mg (1.5 mmol) of potassium carbonate, 196 mg (1.2 mmol) of 1-(2-pyridyl)piperazine and 149 mg (1 mmol) of sodium iodide, and the resultant mixture was heated under reflux for 15 hours. Then, the mixture was subjected to filtration to filter off insoluble substances, which were then washed with acetonitrile, to thereby obtain a filtrate. The solvent... Reaction SMILES: Cl[CH2:2][CH2:3][CH2:4][O:5][C:6]1[CH:15]=[N:14][C:13]2[CH2:12][CH2:11][CH2:10][CH2:9][C:8]=2[N:7]=1.C(=O)([O-])[O-].[K+].[K+].[N:22]1[CH:27]=[CH:26][CH:25]=[CH:24][C:23]=1[N:28]1[CH2:33][CH2:32][NH:31][CH2:30][CH2:29]1.[I-].[Na+]>C(#N)C>[N:22]1[CH:27]=[CH:26][CH:25]=[CH:24][C:23]=1[N:28]1[CH2:29][CH2:30][N:31]([CH2:2][CH2:3][CH2:4][O:5][C:6]2[CH:15]=[N:14][C:13]3[CH2:12][CH2:11][CH2:10][CH2:9][C:8]=3[N:7]=2)[CH2:32][CH2:33]1 |f:1.2.3,5.6|. Starting materials: resultant solution, C([O-])([O-])=O.[K+].[K+] (potassium carbonate), N1=C(C=CC=C1)N1CCNCC1 (1-(2-pyridyl)piperazine), [I-].[Na+] (sodium iodide), ClCCCOC1=NC=2CCCCC2N=C1 (2-(3-chloropropoxy)-5,6,7,8-tetrahydroquinoxaline), resultant mixture. Solvent: C(C)#N (acetonitrile). Starting materials: C(N)(=O)C(C1=CC=CC=C1)(C1=CC=CC=C1)[C@H]1CN(CC1)CCCCCCCO ((S)-3-(1-carbamoyl-1,1-diphenylmethyl)-1-(7-hydroxyhept-1-yl)pyrrolidine), O (water), C(C)(C)N(C(C)C)CC (N,N-diisopropylethylamine), CS(=O)C (methyl sulfoxide). Solvent: ClCCl (dichloromethane). Run at time 40 minute. Yields the product C(N)(=O)C(C1=CC=CC=C1)(C1=CC=CC=C1)[C@H]1CN(CC1)CCCCCCC=O ((S)-3-(1-Carbamoyl-1,1-diphenylmethyl)-1-(7-oxohept-1-yl)pyrrolidine). The yield is 107.1%. Reaction SMILES: [C:1]([C:4]([C@@H:17]1[CH2:21][CH2:20][N:19]([CH2:22][CH2:23][CH2:24][CH2:25][CH2:26][CH2:27][CH2:28][OH:29])[CH2:18]1)([C:11]1[CH:16]=[CH:15][CH:14]=[CH:13][CH:12]=1)[C:5]1[CH:10]=[CH:9][CH:8]=[CH:7][CH:6]=1)(=[O:3])[NH2:2].C(N(CC)C(C)C)(C)C.CS(C)=O.O>ClCCl>[C:1]([C:4]([C@@H:17]1[CH2:21][CH2:20][N:19]([CH2:22][CH2:23][CH2:24][CH2:25][CH2:26][CH2:27][CH:28]=[O:29])[CH2:18]1)([C:11]1[CH:12]=[CH:13][CH:14]=[CH:15][CH:16]=1)[C:5]1[CH:10]=[CH:9][CH:8]=[CH:7][CH:6]=1)(=[O:3])[NH2:2]. Procedure details: To a stirred solution of (S)-3-(1-carbamoyl-1,1-diphenylmethyl)-1-(7-hydroxyhept-1-yl)pyrrolidine (31.00 g, 78.57 mmol); N,N-diisopropylethylamine (68.4 mL, 392.8 mmol); and methyl sulfoxide (60.7 mL, 785.7 mmol) in dichloromethane (780 mL) under an atmosphere of nitrogen at −15° C., was added sulfur trioxide pyridine complex (37.5 g, 235.71 mmol) portion-wise over a 40 min. period. The reaction mixture was maintained between −10° C. and −20° C. during the addition. The reaction was then stirred... Reactants: ClC=1C=C(CCl)C=C(C1)Cl (3,5-Dichlorobenzyl chloride), [C-]#N.[Na+] (sodium cyanide). Run in C(C)OCC (diethyl ether), CS(=O)C (DMSO). Conditions: time 24 hour. Yields the product ClC=1C=C(C=C(C1)Cl)CC#N (2-(3,5-dichlorophenyl)acetonitrile). The yield is 51.8%. Reaction SMILES: [Cl:1][C:2]1[CH:3]=[C:4]([CH:7]=[C:8]([Cl:10])[CH:9]=1)[CH2:5]Cl.[C-:11]#[N:12].[Na+]>CS(C)=O.C(OCC)C>[Cl:1][C:2]1[CH:3]=[C:4]([CH2:5][C:11]#[N:12])[CH:7]=[C:8]([Cl:10])[CH:9]=1 |f:1.2|. Reported procedure: 3,5-Dichlorobenzyl chloride (315.6 mg, 1.615 mmol), 0.2 molar in DMSO, was treated with sodium cyanide (158.2 mg, 3.229 mmol) and allowed to stir at ambient temperature for 24 hours. After 24 hours the reaction mixture was diluted with diethyl ether and partitioned between saturated aqueous sodium chloride. The organic layer was dried with magnesium sulfate, filtered, and concentrated to provide the title compound (155.5 mg, 0.836 mmol, 51.8% yield) as a dark red oil. Starting materials: CN1C(=O)N(C(=O)C=C1C(F)(F)F)C=1C(=C(C2=C(N=C(N2)C(F)(F)F)C1)C(C)COC)F (1-methyl-3-(1-methoxymethylethyl-2-trifluoromethyl-5-fluorobenzimidazol-6-yl)-6-trifluoromethyluracil), Compound 8, B(Br)(Br)Br (boron tribromide), ice. Solvent: C(Cl)Cl (methylene chloride), C(Cl)Cl (methylene chloride). Run at temperature -40 celsius, time 1 hour. Product: FC(C1=NC2=C(N1C(CO)C)C=C(C(=C2)F)N2C(N(C(=CC2=O)C(F)(F)F)C)=O)(F)F (2-[2-trifluoromethyl-5-fluoro-6-(1-methyl-6-trifluoromethyluracil-3-yl)benzimidazol-1-yl]propan-1-ol). Isolated yield 189.3%. Reaction SMILES: B(Br)(Br)Br.[CH3:5][N:6]1[C:13]([C:14]([F:17])([F:16])[F:15])=[CH:12][C:10](=[O:11])[N:9]([C:18]2[C:19]([F:36])=[C:20](C(COC)C)[C:21]3[NH:25][C:24]([C:26]([F:29])([F:28])[F:27])=[N:23][C:22]=3[CH:30]=2)[C:7]1=[O:8]>C(Cl)Cl>[F:29][C:26]([F:27])([F:28])[C:24]1[N:23]([CH:12]([CH3:13])[CH2:10][OH:11])[C:22]2[CH:30]=[C:18]([N:9]3[C:10](=[O:11])[CH:12]=[C:13]([C:14]([F:17])([F:15])[F:16])[N:6]([CH3:5])[C:7]3=[O:8])[C:19]([F:36])=[CH:20][C:21]=2[N:25]=1. Reported procedure: One hundred mL of methylene chloride was stirred and cooled to about -40° C. To this was added dropwise 11.0 mL (0.011 mole) of boron tribromide (1.0M in methylene chloride). Upon completion of the addition, the reaction mixture was again cooled to -40° C., and a solution of 4.5 grams (0.010 mole) of 1-methyl-3-(1-methoxymethylethyl-2-trifluoromethyl-5-fluorobenzimidazol-6-yl)-6-trifluoromethyluracil (Compound 8--prepared in a manner analogous to that of Example 3) in about 20 mL of methylene ch... The reactants are CC(C(=O)Cl)(CC1=CC=CC=C1)C (2,2-dimethyl-3-phenylpropanoyl chloride), CN[C@@H]1CCC=2N(C3=CC=CC=C3C2CC(=O)OCCC)C1 (propyl [(7R)-7-(methylamino)-6,7,8,9-tetrahydropyrido[1,2-a]indol-10-yl]acetate). Yields the product CC(C(=O)N([C@@H]1CCC=2N(C3=CC=CC=C3C2CC(=O)O)C1)C)(CC1=CC=CC=C1)C ({(7R)-7-[(2,2-dimethyl-3-phenylpropanoyl)(methyl)amino]-6,7,8,9-tetrahydropyrido[1,2-a]indol-10-yl}acetic acid). Reaction SMILES: [CH3:1][C:2]([CH3:13])([CH2:6][C:7]1[CH:12]=[CH:11][CH:10]=[CH:9][CH:8]=1)[C:3](Cl)=[O:4].[CH3:14][NH:15][C@H:16]1[CH2:35][N:20]2[C:21]3[C:26]([C:27]([CH2:28][C:29]([O:31]CCC)=[O:30])=[C:19]2[CH2:18][CH2:17]1)=[CH:25][CH:24]=[CH:23][CH:22]=3>>[CH3:1][C:2]([CH3:13])([CH2:6][C:7]1[CH:12]=[CH:11][CH:10]=[CH:9][CH:8]=1)[C:3]([N:15]([CH3:14])[C@H:16]1[CH2:35][N:20]2[C:21]3[C:26]([C:27]([CH2:28][C:29]([OH:31])=[O:30])=[C:19]2[CH2:18][CH2:17]1)=[CH:25][CH:24]=[CH:23][CH:22]=3)=[O:4]. Reported procedure: The title compound was prepared using analogous procedures described in Example 2 (Method B) from 2,2-dimethyl-3-phenylpropanoyl chloride and propyl [(7R)-7-(methylamino)-6,7,8,9-tetrahydropyrido[1,2-a]indol-10-yl]acetate. MS (+ESI) m/z: 419. Reactants: OC1=CC=C(C(=O)CCCNC2=C(C=CC(=C2)OC)C2CC=3C=CC(=CC3CC2)OC(C(C)(C)C)=O)C=C1 (pivalic acid 6-{2-[(4-hydroxybenzoyl)propylamino]-4-methoxyphenyl}-5,6,7,8-tetrahydronaphthalen-2-yl ester), ClCC(=O)N1CCCCC1 (2-chloro-1-piperidin-1-ylethanone). Product: COC1=CC(=C(C=C1)C1CC=2C=CC(=CC2CC1)O)NCCCCC1=CC=C(C=C1)OCCN1CCCCC1 (6-{4-Methoxy-2-{[4-(2-piperidin-1-ylethoxy)benzyl]propylamino}phenyl}-5,6,7,8-tetrahydronaphthalen-2-ol). Yield: 78.0%. As a reaction SMILES: [OH:1][C:2]1[CH:38]=[CH:37][C:5]([C:6]([CH2:8][CH2:9][CH2:10][NH:11][C:12]2[CH:17]=[C:16]([O:18][CH3:19])[CH:15]=[CH:14][C:13]=2[CH:20]2[CH2:29][CH2:28][C:27]3[CH:26]=[C:25]([O:30]C(=O)C(C)(C)C)[CH:24]=[CH:23][C:22]=3[CH2:21]2)=O)=[CH:4][CH:3]=1.Cl[CH2:40][C:41]([N:43]1[CH2:48][CH2:47][CH2:46][CH2:45][CH2:44]1)=O>>[CH3:19][O:18][C:16]1[CH:15]=[CH:14][C:13]([CH:20]2[CH2:29][CH2:28][C:27]3[CH:26]=[C:25]([OH:30])[CH:24]=[CH:23][C:22]=3[CH2:21]2)=[C:12]([NH:11][CH2:10][CH2:9][CH2:8][CH2:6][C:5]2[CH:37]=[CH:38][C:2]([O:1][CH2:40][CH2:41][N:43]3[CH2:48][CH2:47][CH2:46][CH2:45][CH2:44]3)=[CH:3][CH:4]=2)[CH:17]=1. Procedure details: Synthesized from pivalic acid 6-{2-[(4-hydroxybenzoyl)propylamino]-4-methoxyphenyl}-5,6,7,8-tetrahydronaphthalen-2-yl ester (30 mg) and 2-chloro-1-piperidin-1-ylethanone (19 mg) according to an analogous synthetic method to Example 404 and purified by LC-MS, the title compound (24 mg) was obtained. Reported procedure: To a solution of isolated 2,5-dichloroquinazolin-8-ol (1 eq) in isopropanol was added 4-morpholinoaniline (1 eq) and the mixture was heated to 90° C. for 1 h. The SNAR went to completion by LC/MS and on concentration yielded 5-chloro-2-(4-morpholinophenylamino) quinazolin-8-ol in quantitative yield. ES/MS m/z 357 (MH+). Reactants: ClC1=NC2=C(C=CC(=C2C=N1)Cl)O (2,5-dichloroquinazolin-8-ol), O1CCN(CC1)C1=CC=C(N)C=C1 (4-morpholinoaniline). The product is ClC1=C2C=NC(=NC2=C(C=C1)O)NC1=CC=C(C=C1)N1CCOCC1 (5-chloro-2-(4-morpholinophenylamino) quinazolin-8-ol). Reaction conditions: temperature 90 celsius. RXN SMILES: Cl[C:2]1[N:11]=[CH:10][C:9]2[C:4](=[C:5]([OH:13])[CH:6]=[CH:7][C:8]=2[Cl:12])[N:3]=1.[O:14]1[CH2:19][CH2:18][N:17]([C:20]2[CH:26]=[CH:25][C:23]([NH2:24])=[CH:22][CH:21]=2)[CH2:16][CH2:15]1>C(O)(C)C>[Cl:12][C:8]1[CH:7]=[CH:6][C:5]([OH:13])=[C:4]2[C:9]=1[CH:10]=[N:11][C:2]([NH:24][C:23]1[CH:22]=[CH:21][C:20]([N:17]3[CH2:18][CH2:19][O:14][CH2:15][CH2:16]3)=[CH:26][CH:25]=1)=[N:3]2. Run in C(C)(C)O (isopropanol). The reactants are BrC1=CC2=C(NC(CN(C2)C)=O)N=C1 (7-bromo-4-methyl-1,3,4,5-tetrahydro-pyrido[2,3-e][1,4]diazepin-2-one), C(C=C)(=O)OC(C)(C)C (tert-butyl acrylate), C(C)N(C(C)C)C(C)C ((i-Pr)2EtN), CC1=C(C=CC=C1)P(C2=C(C=CC=C2)C)C3=C(C=CC=C3)C (P(o-tol)3). The reagents and catalysts are CC(=O)[O-].CC(=O)[O-].[Pd+2] (Pd(OAc)2). Solvent: C(CC)#N (propionitrile), CN(C)C=O (DMF), C(Cl)Cl (CH2Cl2). Conditions: time 25 minute. Product: C(C)(C)(C)OC(\C=C\C1=CC2=C(NC(CN(C2)C)=O)N=C1)=O ((E)-3-(4-Methyl-2-oxo-2,3,4,5-tetrahydro-1H-pyrido[2,3-e][1,4]diazepin-7-yl)acrylic acid tert-butyl ester). The yield is 79.1%. Reaction SMILES: Br[C:2]1[CH:14]=[N:13][C:5]2[NH:6][C:7](=[O:12])[CH2:8][N:9]([CH3:11])[CH2:10][C:4]=2[CH:3]=1.[C:15]([O:19][C:20]([CH3:23])([CH3:22])[CH3:21])(=[O:18])[CH:16]=[CH2:17].C(N(C(C)C)C(C)C)C.CC1C=CC=CC=1P(C1C=CC=CC=1C)C1C=CC=CC=1C>C(#N)CC.CN(C=O)C.C(Cl)Cl.CC([O-])=O.CC([O-])=O.[Pd+2]>[C:20]([O:19][C:15](=[O:18])/[CH:16]=[CH:17]/[C:2]1[CH:14]=[N:13][C:5]2[NH:6][C:7](=[O:12])[CH2:8][N:9]([CH3:11])[CH2:10][C:4]=2[CH:3]=1)([CH3:23])([CH3:22])[CH3:21] |f:7.8.9|. Procedure: A suspension of 7-bromo-4-methyl-1,3,4,5-tetrahydro-pyrido[2,3-e][1,4]diazepin-2-one (0.63 g, 2.5 mmol) in propionitrile (10 mL) and DMF (3 mL) was de-oxygenated with Ar for 25 min. The mixture was treated with tert-butyl acrylate (1.5 mL, 10 mmol) and (i-Pr)2EtN (0.9 mL, 5 mmol) and was de-oxygenated with Ar for 10 min. Pd(OAc)2 (56 mg, 0.25 mmol) and P(o-tol)3 (150 mg, 0.49 mmol) were added simultaneously, and the mixture was de-oxygenated a third time for 5 min. The mixture was heated to refl... Reactants: COC=1C=CC(=NC1)NC1=NC=CC=2C(=CC=CC12)C(=O)O (1-((5-methoxypyridin-2-yl)amino)isoquinoline-5-carboxylic acid), NC1=NC=CC=2C(=CC=CC12)C(=O)NC1=C(C=CC(=C1)NC(=O)NC1=CC(=CC=C1)C(F)(F)F)C (1-amino-N-(2-methyl-5-(3-(3-(trifluoromethyl)phenyl)ureido)phenyl)isoquinoline-5-carboxamide), NC1=CC=CC=C1 (aniline). The product is COC=1C=CC(=NC1)NC1=NC=CC=2C(=CC=CC12)C(=O)NC1=C(C=CC(=C1)NC(=O)NC1=CC(=CC=C1)C(F)(F)F)C (1-((5-methoxypyridin-2-yl)amino)-N-(2-methyl-5-(3-(3-(trifluoromethyl)phenyl)ureido)phenyl)isoquinoline-5-carboxamide). The yield is 65.0%. Reaction SMILES: [CH3:1][O:2][C:3]1[CH:4]=[CH:5][C:6]([NH:9][C:10]2[C:19]3[CH:18]=[CH:17][CH:16]=[C:15]([C:20]([OH:22])=O)[C:14]=3[CH:13]=[CH:12][N:11]=2)=[N:7][CH:8]=1.NC1C2C=CC=C(C([NH:36][C:37]3[CH:42]=[C:41]([NH:43][C:44]([NH:46][C:47]4[CH:52]=[CH:51][CH:50]=[C:49]([C:53]([F:56])([F:55])[F:54])[CH:48]=4)=[O:45])[CH:40]=[CH:39][C:38]=3[CH3:57])=O)C=2C=CN=1.NC1C=CC=CC=1>>[CH3:1][O:2][C:3]1[CH:4]=[CH:5][C:6]([NH:9][C:10]2[C:19]3[CH:18]=[CH:17][CH:16]=[C:15]([C:20]([NH:36][C:37]4[CH:42]=[C:41]([NH:43][C:44]([NH:46][C:47]5[CH:52]=[CH:51][CH:50]=[C:49]([C:53]([F:54])([F:55])[F:56])[CH:48]=5)=[O:45])[CH:40]=[CH:39][C:38]=4[CH3:57])=[O:22])[C:14]=3[CH:13]=[CH:12][N:11]=2)=[N:7][CH:8]=1. Procedure details: The procedures of Example 18 were repeated, except for using 1-((5-methoxypyridin-2-yl)amino)isoquinoline-5-carboxylic acid obtained in Step (3) of Example 19 and 1-(3-amino-4-methylphenyl)-3-(3-(trifluoromethyl)phenyl)urea obtained in Example 14 instead of carboxylic acid and aniline in Step (3) of Example 1 to obtain the title compound (48 mg, 65%).